This data is from the Open Reaction Database (ORD), a public repository of structured organic reaction records. The task is: describe an organic reaction: reactants, conditions, products, and yield The reactants are C(#N)C=1C=C2C(CCOC2=CC1OC1=CC=C(C=C1)C(NC1=CC(=CC=C1)C(F)(F)F)=O)C(=O)OC (methyl 6-cyano-7-(4-(3-(trifluoromethyl)phenylcarbamoyl)phenoxy)chroman-4-carboxylate), [OH-].[Na+] (sodium hydroxide). The solvent is C1CCOC1.CO (THF methanol). Run at time 8 hour. The product is C(#N)C=1C=C2C(CCOC2=CC1OC1=CC=C(C=C1)C(NC1=CC(=CC=C1)C(F)(F)F)=O)C(=O)O (6-cyano-7-(4-(3-(trifluoromethyl)phenylcarbamoyl)phenoxy)chroman-4-carboxylic acid). The yield is 54.1%. As a reaction SMILES: [C:1]([C:3]1[CH:4]=[C:5]2[C:10](=[CH:11][C:12]=1[O:13][C:14]1[CH:19]=[CH:18][C:17]([C:20](=[O:32])[NH:21][C:22]3[CH:27]=[CH:26][CH:25]=[C:24]([C:28]([F:31])([F:30])[F:29])[CH:23]=3)=[CH:16][CH:15]=1)[O:9][CH2:8][CH2:7][CH:6]2[C:33]([O:35]C)=[O:34])#[N:2].[OH-].[Na+]>C1COCC1.CO>[C:1]([C:3]1[CH:4]=[C:5]2[C:10](=[CH:11][C:12]=1[O:13][C:14]1[CH:15]=[CH:16][C:17]([C:20](=[O:32])[NH:21][C:22]3[CH:27]=[CH:26][CH:25]=[C:24]([C:28]([F:31])([F:30])[F:29])[CH:23]=3)=[CH:18][CH:19]=1)[O:9][CH2:8][CH2:7][CH:6]2[C:33]([OH:35])=[O:34])#[N:2] |f:1.2,3.4|. Procedure: To a solution of methyl 6-cyano-7-(4-(3-(trifluoromethyl)phenylcarbamoyl)phenoxy)chroman-4-carboxylate (0.019 g, 0.0383 mmol) in 3:1 THF/methanol (2 ml) was added 1M sodium hydroxide (0.0459 ml, 0.0459 mmol), and the reaction was stirred at ambient temperature overnight. The reaction was concentrated and partitioned between EtOAc and diluted HCl in water. The aqueous was extracted once with EtOAc, and the combined organic layers were dried over sodium sulfate, filtered and concentrated. The crud... Starting materials: IC=1C=C(C=CC1)O (3-iodophenol), O1CCCC=C1 (3,4-dihydro-2H-pyran), O1CCCC=C1 (3,4-dihydro-2H-pyran), IC=1C=C(C=CC1)O (3-iodophenol). Reagents/catalysts: CC1=CC=C(C=C1)S(=O)(=O)[O-].C1=CC=[NH+]C=C1 (PPTS), CC1=CC=C(C=C1)S(=O)(=O)[O-].C1=CC=[NH+]C=C1 (PPTS). Run in C(Cl)Cl (CH2Cl2). Yields the product IC=1C=C(OC2OCCCC2)C=CC1 (2-(3-Iodo-phenoxy)-tetrahydro-pyran). Isolated yield 92.1%. Reaction SMILES: [I:1][C:2]1[CH:3]=[C:4]([OH:8])[CH:5]=[CH:6][CH:7]=1.[O:9]1[CH:14]=[CH:13][CH2:12][CH2:11][CH2:10]1>C(Cl)Cl.CC1C=CC(S([O-])(=O)=O)=CC=1.C1C=C[NH+]=CC=1>[I:1][C:2]1[CH:3]=[C:4]([CH:5]=[CH:6][CH:7]=1)[O:8][CH:10]1[CH2:11][CH2:12][CH2:13][CH2:14][O:9]1 |f:3.4|. Procedure details: The solution of 3-iodophenol (70.31 g), PPTS (750 mg) and 3,4-dihydro-2H-pyran (55.68 g) in CH2Cl2 (400 mL) was refluxed under N2 for 3 h. TLC of the reaction solution indicated the presence of starting material, 3-iodophenol. Consequently, more 3,4-dihydro-2H-pyran (30 mL) and PPTS (350 mg) were added to the reaction solution. The reaction was refluxed for another 3 h. After being cooled to room temperature, the reaction solution was washed by saturated NaHCO3 (100 mL×2), H2O (120 mL×3) and bri... The reactants are C(C)(=O)OCC (ethyl acetate), C(C1=CC=CC=C1)Br (benzyl bromide), [H-].[Na+] (sodium hydride), C(C)OC(=O)C1=C(C2=NC=CC=C2N1)C1=C(C=CC=C1)F (3-(2-Fluoro-phenyl)-1H-pyrrolo[3,2-b]pyridine-2-carboxylic acid ethyl ester). The solvent is O (water), CN(C)C=O (DMF). Conditions: time 14 hour. The product is C(C)OC(=O)C1=C(C2=NC(=CC=C2N1CC1=CC=CC=C1)C)C1=C(C=CC=C1)F (1-Benzyl-3-(2-fluoro-phenyl)-5-methyl-1H-pyrrolo[3,2-b]pyridine-2-carboxylic acid ethyl ester). The yield is 94.0%. RXN SMILES: [CH2:1]([O:3][C:4]([C:6]1[NH:14][C:13]2[C:8](=[N:9][CH:10]=[CH:11][CH:12]=2)[C:7]=1[C:15]1[CH:20]=[CH:19][CH:18]=[CH:17][C:16]=1[F:21])=[O:5])[CH3:2].[CH2:22](Br)[C:23]1[CH:28]=[CH:27][CH:26]=[CH:25][CH:24]=1.[H-].[Na+].[C:32](OCC)(=O)C>CN(C=O)C.O>[CH2:1]([O:3][C:4]([C:6]1[N:14]([CH2:22][C:23]2[CH:28]=[CH:27][CH:26]=[CH:25][CH:24]=2)[C:13]2[C:8](=[N:9][C:10]([CH3:32])=[CH:11][CH:12]=2)[C:7]=1[C:15]1[CH:20]=[CH:19][CH:18]=[CH:17][C:16]=1[F:21])=[O:5])[CH3:2] |f:2.3|. Reported procedure: 3-(2-Fluoro-phenyl)-1H-pyrrolo[3,2-b]pyridine-2-carboxylic acid ethyl ester A5 (0.02 g, 0.07 mmol) was diluted with DMF (1 mL). To the resulting solution was added benzyl bromide (0.1 mmol) and sodium hydride (0.077 mmol). The resulting suspension was stirred at room temperature for 14 hours, then ethyl acetate (50 mL) and water (20 mL) were added to the reaction mixture and layers were separated. The organic layer was sequentially washed with aqueous saturated sodium bicarbonate solution (10 mL...